This data is from the Open Reaction Database (ORD), a public repository of structured organic reaction records. The task is: describe an organic reaction: reactants, conditions, products, and yield Reactants: [N+](=O)([O-])C1=C(CN2C(=CC=C2)C=O)C=C(C=C1)C(=O)OCC (1-[2-nitro-5-(ethoxycarbonyl)benzyl]-pyrrole-2-carboxaldehyde), [H][H] (hydrogen). Reagents/catalysts: [Pd] (Pd). The solvent is C(C)O (ethanol). Yields the product C=1C=CN2C1CNC1=C(C2)C=C(C=C1)C(=O)OCC (Ethyl 10,11-Dihydro-5H-pyrrolo[2,1-c][1,4]benzodiazepine-7-carboxylate). Reaction SMILES: [N+:1]([C:4]1[CH:17]=[CH:16][C:15]([C:18]([O:20][CH2:21][CH3:22])=[O:19])=[CH:14][C:5]=1[CH2:6][N:7]1[CH:11]=[CH:10][CH:9]=[C:8]1[CH:12]=O)([O-])=O.[H][H]>C(O)C.[Pd]>[CH:9]1[CH:10]=[CH:11][N:7]2[CH2:6][C:5]3[CH:14]=[C:15]([C:18]([O:20][CH2:21][CH3:22])=[O:19])[CH:16]=[CH:17][C:4]=3[NH:1][CH2:12][C:8]=12. Reported procedure: A solution of 10.0 g of 1-[2-nitro-5-(ethoxycarbonyl)benzyl]-pyrrole-2-carboxaldehyde in 150 ml of absolute ethanol containing 1.0 g of 10% Pd/c is hydrogenated in a Parr apparatus for 16 hours under 40 psi of hydrogen. The reaction mixture is filtered through a pad of diatomaceous earth and the filtrate concentrated in vacuo to a residue of 5.5 g of the desired product as a solid; mass spectrum (M+H)255. The reactants are CN (Methylamine), C(#N)NC(SC)=NCCSCC1=NC=CC(=C1)OC (N-cyano-N'-[2-((4-methoxy-2-pyridyl)methylthio)ethyl]-S-methylisothiourea). Solvent: C(C)O (ethanol), C(C)O (ethanol). Run at time 8 hour. Yields the product C(#N)NC(=NCCSCC1=NC=CC(=C1)OC)NC (N-Cyano-N'-methyl-N"-[2-((4-methoxy-2-pyridyl)methylthio)ethyl]guanidine). RXN SMILES: [CH3:1][NH2:2].[C:3]([NH:5][C:6](=[N:9][CH2:10][CH2:11][S:12][CH2:13][C:14]1[CH:19]=[C:18]([O:20][CH3:21])[CH:17]=[CH:16][N:15]=1)SC)#[N:4]>C(O)C>[C:3]([NH:5][C:6]([NH:2][CH3:1])=[N:9][CH2:10][CH2:11][S:12][CH2:13][C:14]1[CH:19]=[C:18]([O:20][CH3:21])[CH:17]=[CH:16][N:15]=1)#[N:4]. Procedure details: Methylamine in ethanol (33%, 20 cc) was added to a stirred solution of N-cyano-N'-[2-((4-methoxy-2-pyridyl)methylthio)ethyl]-S-methylisothiourea (3.56 g) in ethanol (25 cc) at 35°, and the mixture was left to stand overnight. Nitrogen was bubbled through the solution and the crystals were filtered off to give the title product, (2.74 g) m.p. 121°-122°. Reactants: [N+](=O)([O-])C1=CC=C(CNC(=O)C2SCCN2C(=O)OC(C)(C)C)C=C1 (N-(4-nitrobenzyl)-3-(t-butoxycarbonyl)thiazolidine-2-carboxamide), O.NN (hydrazine hydrate). The reagents and catalysts are [Ni] (Nickel). Run in CO (methanol). Yields the product NC1=CC=C(CNC(=O)C2SCCN2C(=O)OC(C)(C)C)C=C1 (N-(4-aminobenzyl)-3-(t-butoxycarbonyl)thiazolidine-2-carboxamide), solid. The yield is 71.0%. As a reaction SMILES: [N+:1]([C:4]1[CH:25]=[CH:24][C:7]([CH2:8][NH:9][C:10]([CH:12]2[N:16]([C:17]([O:19][C:20]([CH3:23])([CH3:22])[CH3:21])=[O:18])[CH2:15][CH2:14][S:13]2)=[O:11])=[CH:6][CH:5]=1)([O-])=O.O.NN>CO.[Ni]>[NH2:1][C:4]1[CH:25]=[CH:24][C:7]([CH2:8][NH:9][C:10]([CH:12]2[N:16]([C:17]([O:19][C:20]([CH3:21])([CH3:23])[CH3:22])=[O:18])[CH2:15][CH2:14][S:13]2)=[O:11])=[CH:6][CH:5]=1 |f:1.2|. Reported procedure: A spatula tip's worth of Nickel of Raney is added to a solution of 1.25 g (3.4 mmoles) of N-(4-nitrobenzyl)-3-(t-butoxycarbonyl)thiazolidine-2-carboxamide in 2.5 ml of methanol. The whole is taken to reflux and hydrazine hydrate (1.75 ml) is added dropwise to the medium. The reaction is maintained for 1 hour under reflux, then returned to ambient temperature. The catalyst is filtered off and abundantly rinsed with methanol. The solvent is evaporated off under reduced pressure. Then the residue i... Reactants: BrCCCCCCCCO (8-bromo-1-octanol), C1(=CC=CC=C1)C1=CC=C(C=C1)O (4-phenylphenol), [OH-].[Na+] (sodium hydroxide). The reagents and catalysts are [Cl-].C[N+](CCCCCCCC)(CCCCCCCC)CCCCCCCC (N--methyl-N,N--dioctyl-1-octanaminium chloride). Run in O (water), O1CCCC1 (tetrahydrofuran). The product is C1(=CC=C(C=C1)OCCCCCCCCO)C1=CC=CC=C1 (8-([1,1'-Biphenyl]-4-yloxy)-1-octanol). Yield: 65.4%. As a reaction SMILES: Br[CH2:2][CH2:3][CH2:4][CH2:5][CH2:6][CH2:7][CH2:8][CH2:9][OH:10].[C:11]1([C:17]2[CH:22]=[CH:21][C:20]([OH:23])=[CH:19][CH:18]=2)[CH:16]=[CH:15][CH:14]=[CH:13][CH:12]=1.[OH-].[Na+]>[Cl-].C[N+](CCCCCCCC)(CCCCCCCC)CCCCCCCC.O.O1CCCC1>[C:17]1([C:11]2[CH:16]=[CH:15][CH:14]=[CH:13][CH:12]=2)[CH:18]=[CH:19][C:20]([O:23][CH2:2][CH2:3][CH2:4][CH2:5][CH2:6][CH2:7][CH2:8][CH2:9][OH:10])=[CH:21][CH:22]=1 |f:2.3,4.5|. Reported procedure: A mixture of 37.8 g of 8-bromo-1-octanol, 30.77 g of 4-phenylphenol, 8.31 g of sodium hydroxide and 34 g of N--methyl-N,N--dioctyl-1-octanaminium chloride in 100 ml of water and 175 ml of tetrahydrofuran was refluxed for 17 hours. The tetrahydrofuran was removed and the residue extracted with warm chloroform. The chloroform extract was washed with water, dried and the solvent removed. The residue was recrystallized from methanol, giving 35.26 g of the desired compound as a white solid, mp 101°-1...